Dataset: the Open Reaction Database (ORD), a public repository of structured organic reaction records. Task: describe an organic reaction: reactants, conditions, products, and yield Starting materials: ClC1=C2C3=C(C(NC2=NC=C1)=O)C=CC=C3 (1-Chloro-5H-benzo[c][1,8]naphthyridin-6-one), ClC1=C(N)C=C(C(=C1)Cl)OC (2,4-di-chloro-5-methoxyaniline). Yields the product ClC1=C(C=C(C(=C1)Cl)OC)NC1=C2C3=C(C(NC2=NC=C1)=O)C=CC=C3 (1-(2,4-Dichloro-5-methoxy-phenylamino)-5H-benzo[c][1,8]naphthyridin-6-one). Isolated yield 46.4%. As a reaction SMILES: Cl[C:2]1[CH:11]=[CH:10][N:9]=[C:8]2[C:3]=1[C:4]1[CH:16]=[CH:15][CH:14]=[CH:13][C:5]=1[C:6](=[O:12])[NH:7]2.[Cl:17][C:18]1[CH:24]=[C:23]([Cl:25])[C:22]([O:26][CH3:27])=[CH:21][C:19]=1[NH2:20]>>[Cl:17][C:18]1[CH:24]=[C:23]([Cl:25])[C:22]([O:26][CH3:27])=[CH:21][C:19]=1[NH:20][C:2]1[CH:11]=[CH:10][N:9]=[C:8]2[C:3]=1[C:4]1[CH:16]=[CH:15][CH:14]=[CH:13][C:5]=1[C:6](=[O:12])[NH:7]2. Procedure: The title compound was synthesized according to the procedure described for the preparation of Example 188 using Compound 83 (100 mg, 0.43 mmol) and 2,4-di-chloro-5-methoxyaniline (125 mg, 0.65 mmol) to provide 201 (77 mg, 56% yield) as a white solid. LC-MS (M+H=386, obsd.=386). RXN SMILES: N1C=CC=CC=1.Cl.[CH3:8][NH:9][O:10][CH3:11].[CH3:12][C:13]1[C:17]([C:18](Cl)=[O:19])=[C:16]([CH3:21])[O:15][N:14]=1>ClCCl.C([O-])(O)=O.[Na+].C1(C)C=CC=CC=1>[CH3:11][O:10][N:9]([CH3:8])[C:18]([C:17]1[C:13]([CH3:12])=[N:14][O:15][C:16]=1[CH3:21])=[O:19] |f:1.2,5.6|. The solvent is C1(=CC=CC=C1)C (toluene), ClCCl (dichloromethane), ClCCl (dichloromethane), C(=O)(O)[O-].[Na+] (NaHCO3). Yield: 98.9%. The product is CON(C(=O)C=1C(=NOC1C)C)C (N-methoxy-N-methyl-3,5-dimethylisoxazole-4-carboxamide). Procedure details: 659 μl (8.15 mmol) of pyridine are added to a suspension of 343.07 mg (3.45 mmol) of N,O-dimethylhydroxylamine hydrochloride in 10 mL of dichloromethane. The mixture is stirred at room temperature until fully dissolved. A solution of 526.32 mg (3.13 mmol) of 3,5-dimethylisoxazole-4-carbonyl chloride in 5 mL of dichloromethane is then added. After stirring for 1 hour at room temperature, the reaction mixture is taken up in saturated aqueous NaHCO3 solution and stirred for a few minutes, and the p... Starting materials: N1=CC=CC=C1 (pyridine), Cl.CNOC (N,O-dimethylhydroxylamine hydrochloride), CC1=NOC(=C1C(=O)Cl)C (3,5-dimethylisoxazole-4-carbonyl chloride). Starting materials: FC=1C=C2C=C(NC2=CC1)C(=O)O (5-fluoroindole-2-carboxylic acid), CN(C1CN(CC1)C=1SC2=C(N1)C=CC(=C2)N)C (2-(3-dimethylamino-pyrrolidin-1-yl)-benzothiazol-6-ylamine). The product is CN(C1CN(CC1)C=1SC2=C(N1)C=CC(=C2)NC(=O)C=2NC1=CC=C(C=C1C2)F)C (5-Fluoro-1H-indole-2-carboxylic acid [2-(3-dimethylamino-pyrrolidin-1-yl)-benzothiazol-6-yl]-amide). The yield is 17.3%. RXN SMILES: [F:1][C:2]1[CH:3]=[C:4]2[C:8](=[CH:9][CH:10]=1)[NH:7][C:6]([C:11]([OH:13])=O)=[CH:5]2.[CH3:14][N:15]([CH3:31])[CH:16]1[CH2:20][CH2:19][N:18]([C:21]2[S:22][C:23]3[CH:29]=[C:28]([NH2:30])[CH:27]=[CH:26][C:24]=3[N:25]=2)[CH2:17]1>>[CH3:14][N:15]([CH3:31])[CH:16]1[CH2:20][CH2:19][N:18]([C:21]2[S:22][C:23]3[CH:29]=[C:28]([NH:30][C:11]([C:6]4[NH:7][C:8]5[C:4]([CH:5]=4)=[CH:3][C:2]([F:1])=[CH:10][CH:9]=5)=[O:13])[CH:27]=[CH:26][C:24]=3[N:25]=2)[CH2:17]1. Procedure details: Prepare according to Method B, using 5-fluoroindole-2-carboxylic acid (110 mg, 0.614 mmol) and 2-(3-dimethylamino-pyrrolidin-1-yl)-benzothiazol-6-ylamine (162 mg, 0.618 mmol) to yield the title compound (45 mg, 28%). mass spectrum (m/e): 424 [M+H], 422 [M−H].